Dataset: the Open Reaction Database (ORD), a public repository of structured organic reaction records. Task: describe an organic reaction: reactants, conditions, products, and yield The reactants are C(C)(C)[N-]C(C)C.[Li+] (Lithium diisopropylamide), ClC1=NC2=C(C=CC=C2C=C1)F (2-Chloro-8-fluoroquinoline), C(C)=O (acetaldehyde). Run in C1CCOC1 (THF). Reaction conditions: temperature -78 celsius, time 20 minute. Product: ClC1=NC2=C(C=CC=C2C=C1C(C)O)F (1-(2-chloro-8-fluoroquinolin-3-yl)ethanol). As a reaction SMILES: [Cl:1][C:2]1[CH:11]=[CH:10][C:9]2[C:4](=[C:5]([F:12])[CH:6]=[CH:7][CH:8]=2)[N:3]=1.C([N-]C(C)C)(C)C.[Li+].[CH:21](=[O:23])[CH3:22]>C1COCC1>[Cl:1][C:2]1[C:11]([CH:21]([OH:23])[CH3:22])=[CH:10][C:9]2[C:4](=[C:5]([F:12])[CH:6]=[CH:7][CH:8]=2)[N:3]=1 |f:1.2|. Reported procedure: 2-Chloro-8-fluoroquinoline (182 mg, 1.0 mmol) was dissolved in THF (2 mL) and cooled to −78° C. To this solution was added Lithium diisopropylamide (1M solution in THF, 1.1 mL, 1.1 mmol, 1.1 eq). The reaction was allowed to stir at −78° C. for 20 min, after which time acetaldehyde (113 μl, 2.0 mmol, 2 eq.) was added via syringe. After 30 minutes, the reaction was quenched with water and diluted with ethyl acetate. The layers were separated and washed with brine. The crude reaction mixture was pu... The reactants are ClC=1C=C(C=CC1Cl)C1(C(CN(CCO1)C(=O)OC(C)(C)C)=O)CO (tert-butyl 7-(3,4-dichlorophenyl)-7-(hydroxymethyl)-6-oxo-1,4-oxazepane-4-carboxylate), N1C=NC=C1 (imidazole), C(C)(C)(C)[Si](Cl)(C)C (tert-butyldimethylchlorosilane). The solvent is CN(C)C=O (DMF), C(C)(=O)OCC (ethyl acetate). Reaction conditions: time 3 hour. Product: [Si](C)(C)(C(C)(C)C)OCC1(C(CN(CCO1)C(=O)OC(C)(C)C)=O)C1=CC(=C(C=C1)Cl)Cl (tert-butyl 7-({[tert-butyl(dimethyl)silyl]oxy}methyl)-7-(3,4-dichlorophenyl)-6-oxo-1,4-oxazepane-4-carboxylate). Yield: 82.2%. RXN SMILES: [Cl:1][C:2]1[CH:3]=[C:4]([C:9]2([CH2:24][OH:25])[O:15][CH2:14][CH2:13][N:12]([C:16]([O:18][C:19]([CH3:22])([CH3:21])[CH3:20])=[O:17])[CH2:11][C:10]2=[O:23])[CH:5]=[CH:6][C:7]=1[Cl:8].N1C=CN=C1.[C:31]([Si:35]([CH3:38])([CH3:37])Cl)([CH3:34])([CH3:33])[CH3:32]>CN(C=O)C.C(OCC)(=O)C>[Si:35]([O:25][CH2:24][C:9]1([C:4]2[CH:5]=[CH:6][C:7]([Cl:8])=[C:2]([Cl:1])[CH:3]=2)[O:15][CH2:14][CH2:13][N:12]([C:16]([O:18][C:19]([CH3:20])([CH3:21])[CH3:22])=[O:17])[CH2:11][C:10]1=[O:23])([C:31]([CH3:34])([CH3:33])[CH3:32])([CH3:38])[CH3:37]. Procedure details: To a solution (20 mL) of tert-butyl 7-(3,4-dichlorophenyl)-7-(hydroxymethyl)-6-oxo-1,4-oxazepane-4-carboxylate (1.27 g) in DMF were added imidazole (266 mg) and tert-butyldimethylchlorosilane (540 mg), and the mixture was stirred at room temperature for 3 hr. The reaction solution was diluted with ethyl acetate, the mixture was washed with water and brine, and dried over anhydrous magnesium sulfate, and the solvent was evaporated under reduced pressure. The residue was purified by silica gel chr...